This data is from the Open Reaction Database (ORD), a public repository of structured organic reaction records. The task is: describe an organic reaction: reactants, conditions, products, and yield Reactants: ClC(C(O)O)(Cl)Cl (Chloral hydrate), S(=O)(=O)([O-])[O-].[Na+].[Na+] (sodium sulfate), Cl.NO (hydroxylamine hydrochloride), COC1=C(C=C(C=C1)N)C (4-methoxy-3-methylphenylamine), Cl (hydrochloric acid). The solvent is O (water). Conditions: time 16 hour. Yields the product ON=CC(=O)NC1=CC(=C(C=C1)OC)C (2-hydroxyimino-N-(4-methoxy-3-methylphenyl)acetamide). Yield: 45.7%. RXN SMILES: Cl[C:2](Cl)(Cl)[CH:3]([OH:5])O.S([O-])([O-])(=O)=O.[Na+].[Na+].Cl.[NH2:16][OH:17].[CH3:18][O:19][C:20]1[CH:25]=[CH:24][C:23]([NH2:26])=[CH:22][C:21]=1[CH3:27].Cl>O>[OH:17][N:16]=[CH:2][C:3]([NH:26][C:23]1[CH:24]=[CH:25][C:20]([O:19][CH3:18])=[C:21]([CH3:27])[CH:22]=1)=[O:5] |f:1.2.3,4.5|. Procedure: Chloral hydrate (11.5 g, 70 mmol) and anhydrous sodium sulfate (60 g, 422 mmol) were added to vigorously stirred water (300 mL). A slurry prepared by mixing hydroxylamine hydrochloride (23.0 g, 331 mmol) and 4-methoxy-3-methylphenylamine (10.0 g, 73 mmol) with aqueous hydrochloric acid (2.4 M, 250 mL) was added to the above mixture. The resulting mixture was refluxed for 20 min and then allowed to stand at room temperature for 16 h. A precipitate formed and was collected by filtration. The solid... The reactants are BrC1=CC(=C(C=C1)C(C(C(F)(F)F)(O)C=1C=CC(N(C1)C)=O)C)Cl (5-[2-(4-Bromo-2-chloro-phenyl)-1-hydroxy-1-trifluoromethyl-propyl]-1-methyl-1H-pyridin-2-one), FC1=C(C=C(C=C1)B(O)O)C(=O)OCC (4-fluoro-3-ethoxycarbonylphenylboronic acid). Product: C(C)OC(=O)C=1C=C(C=CC1F)C1=CC(=C(C=C1)C(C(C(F)(F)F)(C1=CN(C(C=C1)=O)C)O)C)Cl (3′-Chloro-4-fluoro-4′-[3,3,3-trifluoro-2-hydroxy-1-methyl-2-(1-methyl-6-oxo-1,6-dihydro-pyridin-3-yl)-propyl]-biphenyl-3-carboxylic acid ethyl ester). As a reaction SMILES: Br[C:2]1[CH:7]=[CH:6][C:5]([CH:8]([CH3:23])[C:9]([C:15]2[CH:16]=[CH:17][C:18](=[O:22])[N:19]([CH3:21])[CH:20]=2)([OH:14])[C:10]([F:13])([F:12])[F:11])=[C:4]([Cl:24])[CH:3]=1.[F:25][C:26]1[CH:31]=[CH:30][C:29](B(O)O)=[CH:28][C:27]=1[C:35]([O:37][CH2:38][CH3:39])=[O:36]>>[CH2:38]([O:37][C:35]([C:27]1[CH:28]=[C:29]([C:2]2[CH:7]=[CH:6][C:5]([CH:8]([CH3:23])[C:9]([OH:14])([C:15]3[CH:16]=[CH:17][C:18](=[O:22])[N:19]([CH3:21])[CH:20]=3)[C:10]([F:11])([F:12])[F:13])=[C:4]([Cl:24])[CH:3]=2)[CH:30]=[CH:31][C:26]=1[F:25])=[O:36])[CH3:39]. Procedure: In analogy to Example 150, step 2, 5-[2-(4-bromo-2-chloro-phenyl)-1-hydroxy-1-trifluoromethyl-propyl]-1-methyl-1H-pyridin-2-one (Example 165, step 3) was reacted with 4-fluoro-3-ethoxycarbonylphenylboronic acid to give the title compound as a colorless foam. MS (m/e)=512.4 [M+H+]. Starting materials: NCc1ccc(C2=NCC(c3cc(Cl)cc(Cl)c3)(C(F)(F)F)C2)cc1Br, C1CCOC1, CC(=O)OC(C)=O. Product: CC(=O)NCc1ccc(C2=NCC(c3cc(Cl)cc(Cl)c3)(C(F)(F)F)C2)cc1Br. Reaction SMILES: [Br:1][c:2]1[c:3]([CH2:25][NH2:26])[cH:4][cH:5][c:6]([C:8]2=[N:12][CH2:11][C:10]([C:13]([F:14])([F:15])[F:16])([c:17]3[cH:18][c:19]([Cl:24])[cH:20][c:21]([Cl:23])[cH:22]3)[CH2:9]2)[cH:7]1.[CH2:34]1[O:35][CH2:36][CH2:37][CH2:38]1.[CH3:27][C:28](=[O:29])[O:30][C:31](=[O:32])[CH3:33]>>[Br:1][c:2]1[c:3]([CH2:25][NH:26][C:28]([CH3:27])=[O:29])[cH:4][cH:5][c:6]([C:8]2=[N:12][CH2:11][C:10]([C:13]([F:14])([F:15])[F:16])([c:17]3[cH:18][c:19]([Cl:24])[cH:20][c:21]([Cl:23])[cH:22]3)[CH2:9]2)[cH:7]1. Starting materials: FC1=C(C=CC=C1)[C@@H]1C[C@@H](C(N(C1)CC(C)C)=O)NC(OC(C)(C)C)=O (tert-butyl [(3S,5S)-5-(2-fluorophenyl)-1-(2-methylpropyl)-2-oxopiperidin-3-yl]carbamate). Solvent: C(C)(=O)OCC (ethyl acetate). Run at temperature 23 celsius, time 2 hour. The product is N[C@@H]1C(N(C[C@@H](C1)C1=C(C=CC=C1)F)CC(C)C)=O ((3S,5S)-3-Amino-5-(2-fluorophenyl)-1-(2-methylpropyl)piperidin-2-one), hydrochloride salt. RXN SMILES: [F:1][C:2]1[CH:7]=[CH:6][CH:5]=[CH:4][C:3]=1[C@H:8]1[CH2:13][N:12]([CH2:14][CH:15]([CH3:17])[CH3:16])[C:11](=[O:18])[C@@H:10]([NH:19]C(=O)OC(C)(C)C)[CH2:9]1>C(OCC)(=O)C>[NH2:19][C@H:10]1[CH2:9][C@@H:8]([C:3]2[CH:4]=[CH:5][CH:6]=[CH:7][C:2]=2[F:1])[CH2:13][N:12]([CH2:14][CH:15]([CH3:16])[CH3:17])[C:11]1=[O:18]. Reported procedure: A solution of tert-butyl [(3S,5S)-5-(2-fluorophenyl)-1-(2-methylpropyl)-2-oxopiperidin-3-yl]carbamate (150 mg, 0.41 mmol) in ethyl acetate (20 mL), pre-cooled to 0° C. was sparged with HCl gas for ˜1 min. The ice-bath was removed and the acidic solution was allowed to warm to 23° C. as stirring was continued for 2 h. The mixture was then concentrated to dryness to afford the title compound as a hydrochloride salt. MS: m/z=265.1 (M+1). Starting materials: Cc1ccc(C2CC(C(N)=O)=NN2c2ccc(S(C)(=O)=O)cc2)cc1, CN(C)C=O, O=S(Cl)Cl. Yields the product Cc1ccc(C2CC(C#N)=NN2c2ccc(S(C)(=O)=O)cc2)cc1. Reaction SMILES: [CH3:5][c:6]1[cH:7][cH:8][c:9]([CH:12]2[CH2:13][C:14]([C:27](=[O:28])[NH2:29])=[N:15][N:16]2[c:17]2[cH:18][cH:19][c:20]([S:23](=[O:24])(=[O:25])[CH3:26])[cH:21][cH:22]2)[cH:10][cH:11]1.[O:30]=[CH:31][N:32]([CH3:33])[CH3:34].[S:1]([Cl:2])([Cl:3])=[O:4]>>[CH3:5][c:6]1[cH:7][cH:8][c:9]([CH:12]2[CH2:13][C:14]([C:27]#[N:29])=[N:15][N:16]2[c:17]2[cH:18][cH:19][c:20]([S:23](=[O:24])(=[O:25])[CH3:26])[cH:21][cH:22]2)[cH:10][cH:11]1. Procedure details: The title compound was prepared in a manner similar to that described for Intermediate A3, starting from ethyl 2-{[tert-butyl(dimethyl)silyl]oxy}hexanoate and 2-amino-5-methylpyrazine, 1H NMR (300 MHz, CDCl3) δ 9.46 (s, 1H), 8.98 (br s, 1H), 8.12 (s, 1H), 4.32 (m, 1H), 2.98 (d, 1H), 2.54 (s, 3H), 1.96 (m, 1H), 1.78 (m, 1H), 1.44 (m, 4H), 0.93 (t, 3H). The product is OC(C(=O)NC1=NC=C(N=C1)C)CCCC (2-hydroxy-N-(5-methylpyrazin-2-yl)hexanamide). The reactants are Intermediate A3, [Si](C)(C)(C(C)(C)C)OC(C(=O)OCC)CCCC (ethyl 2-{[tert-butyl(dimethyl)silyl]oxy}hexanoate), NC1=NC=C(N=C1)C (2-amino-5-methylpyrazine). RXN SMILES: [Si]([O:8][CH:9]([CH2:15][CH2:16][CH2:17][CH3:18])[C:10]([O:12]CC)=O)(C(C)(C)C)(C)C.[NH2:19][C:20]1[CH:25]=[N:24][C:23]([CH3:26])=[CH:22][N:21]=1>>[OH:8][CH:9]([CH2:15][CH2:16][CH2:17][CH3:18])[C:10]([NH:19][C:20]1[CH:25]=[N:24][C:23]([CH3:26])=[CH:22][N:21]=1)=[O:12].